From a dataset of the Open Reaction Database (ORD), a public repository of structured organic reaction records. describe an organic reaction: reactants, conditions, products, and yield Starting materials: CC(C)(C)S(=O)NC(c1cncc(Br)c1)C(F)(F)F, CO, Cl. Product: NC(c1cncc(Br)c1)C(F)(F)F. Reaction SMILES: [Br:2][c:3]1[cH:4][c:5]([CH:9]([C:10]([F:11])([F:12])[F:13])[NH:14][S:15]([C:16]([CH3:17])([CH3:18])[CH3:19])=[O:20])[cH:6][n:7][cH:8]1.[CH3:21][OH:22].[ClH:1]>>[Br:2][c:3]1[cH:4][c:5]([CH:9]([C:10]([F:11])([F:12])[F:13])[NH2:14])[cH:6][n:7][cH:8]1. The solvent is CN(C=O)C (N,N-dimethylformamide), CN(C=O)C (dimethylformamide). Procedure: Dissolve 2,3-dihydro-10-phenyl-imidazo-[1,2-g][1,6]naphthyridin-5(1H)-one (2.63 g) in N,N-dimethylformamide (100 ml), and add the solution to a stirred suspension of dimethylformamide (25 ml) and sodium hydride (as a 60% dispersion in mineral oil). Use 0.25 g of the dispersion, and stir the resulting mixture for 1 hour at 25° C. Add methyl iodide (8.5 g), and stir for 15 hours, again at 25° C. Pour the mixture over ice and water (500 g), and extract with dichloromethane. Combine extracts, wash t... Reaction conditions: temperature 25 celsius, time 1 hour. The reactants are O (water), C1(=CC=CC=C1)C1=C2N(C(C=3C=CC=NC13)=O)CCN2 (2,3-dihydro-10-phenyl-imidazo-[1,2-g][1,6]naphthyridin-5(1H)-one), CI (methyl iodide), [H-].[Na+] (sodium hydride). As a reaction SMILES: [C:1]1([C:7]2[C:16]3[N:15]=[CH:14][CH:13]=[CH:12][C:11]=3[C:10](=[O:17])[N:9]3[CH2:18][CH2:19][NH:20][C:8]=23)[CH:6]=[CH:5][CH:4]=[CH:3][CH:2]=1.[H-].[Na+].[CH3:23]I.O>CN(C)C=O>[CH3:23][N:20]1[C:8]2[N:9]([C:10](=[O:17])[C:11]3[CH:12]=[CH:13][CH:14]=[N:15][C:16]=3[C:7]=2[C:1]2[CH:2]=[CH:3][CH:4]=[CH:5][CH:6]=2)[CH2:18][CH2:19]1 |f:1.2|. The product is CN1CCN2C(C=3C=CC=NC3C(=C21)C2=CC=CC=C2)=O (2,3-dihydro-1-methyl-10-phenylimidazo[1,2-g]-[1,6]naphthyridin-5(1H)-one).